This data is from the Open Reaction Database (ORD), a public repository of structured organic reaction records. The task is: describe an organic reaction: reactants, conditions, products, and yield Reactants: [OH-].[Na+] (sodium hydroxide), Cl (hydrochloric acid), C(#N)CC(=O)O (cyanoacetic acid), OC=1C=C(C=O)C=CC1O (3, 4-dihydroxybenzaldehyde). Run at time 30 minute. Product: C(#N)C(C(=O)O)=CC1=CC(=C(C=C1)O)O (α-cyano-3, 4-dihydroxycinnamic acid). RXN SMILES: [OH-].[Na+].[C:3]([CH2:5][C:6]([OH:8])=[O:7])#[N:4].[OH:9][C:10]1[CH:11]=[C:12]([CH:15]=[CH:16][C:17]=1[OH:18])[CH:13]=O.Cl>>[C:3]([C:5](=[CH:13][C:12]1[CH:15]=[CH:16][C:17]([OH:18])=[C:10]([OH:9])[CH:11]=1)[C:6]([OH:8])=[O:7])#[N:4] |f:0.1|. Reported procedure: To 2N aqueous sodium hydroxide solution (175 ml, 350 mmol) heated at 60° C. were added cyanoacetic acid (7.2 g, 86.7 mmol) and 3, 4-dihydroxybenzaldehyde (12.0 g, 86.9 mmol), and the resulting mixture was stirred for 30 minutes. The reaction mixture was allowed to cool at room temperature and gradually mixed with dilute hydrochloric acid until the reaction mixture became acidic. The product was filtered and dried to give α-cyano-3, 4-dihydroxycinnamic acid (hereinafter referred to as "Compound A... Starting materials: ClCCOC1=C(C=C2C(=CC=NC2=C1)OC=1C(=NC(=C(C1)C)C)C1=NC=C(C=C1)C)OC (3-[7-(2-Chloro-ethoxy)-6-methoxy-quinolin-4-yloxy]-5,6,5′-trimethyl-[2,2′]bipyridine), ClCCOC1=C(C=C2C(=CC=NC2=C1)OC=1C(=NC(=C(C1)C)C)C1=NC=C(C=C1)C)OC (3-[7-(2-Chloro-ethoxy)-6-methoxy-quinolin-4-yloxy]-5,6,5′-trimethyl-[2,2′]bipyridine), C([O-])([O-])=O.[K+].[K+] (Potassium carbonate), NCCO (2-aminoethanol). The solvent is CN(C=O)C (N,N-dimethylformamide). Conditions: temperature 70 celsius, time 8 hour. Yields the product COC=1C=C2C(=CC=NC2=CC1OCCNCCO)OC=1C(=NC(=C(C1)C)C)C1=NC=C(C=C1)C (2-{2-[6-Methoxy-4-(5,6,5′-trimethyl-[2,2′]bipyridin-3-yloxy)-quinolin-7-yloxy]-ethylamino}-ethanol). The yield is 71.0%. Reaction SMILES: Cl[CH2:2][CH2:3][O:4][C:5]1[CH:14]=[C:13]2[C:8]([C:9]([O:15][C:16]3[C:17]([C:24]4[CH:29]=[CH:28][C:27]([CH3:30])=[CH:26][N:25]=4)=[N:18][C:19]([CH3:23])=[C:20]([CH3:22])[CH:21]=3)=[CH:10][CH:11]=[N:12]2)=[CH:7][C:6]=1[O:31][CH3:32].C(=O)([O-])[O-].[K+].[K+].[NH2:39][CH2:40][CH2:41][OH:42]>CN(C)C=O>[CH3:32][O:31][C:6]1[CH:7]=[C:8]2[C:13](=[CH:14][C:5]=1[O:4][CH2:3][CH2:2][NH:39][CH2:40][CH2:41][OH:42])[N:12]=[CH:11][CH:10]=[C:9]2[O:15][C:16]1[C:17]([C:24]2[CH:29]=[CH:28][C:27]([CH3:30])=[CH:26][N:25]=2)=[N:18][C:19]([CH3:23])=[C:20]([CH3:22])[CH:21]=1 |f:1.2.3|. Reported procedure: 3-[7-(2-Chloro-ethoxy)-6-methoxy-quinolin-4-yloxy]-5,6,5′-trimethyl-[2,2′]bipyridine (compound 466) (33 mg) was dissolved in N,N-dimethylformamide (2 ml) to prepare a solution. Potassium carbonate (101 mg) and 2-aminoethanol (0.13 ml) were added to the solution, and the mixture was stirred at 70° C. overnight. The solvent was removed by distillation under the reduced pressure, water was then added to the residue, and the mixture was extracted with chloroform. The chloroform layer was washed with...